From a dataset of the Open Reaction Database (ORD), a public repository of structured organic reaction records. describe an organic reaction: reactants, conditions, products, and yield Product: C(#N)C1=CC=C(OC[C@H](CN2CC3CN(CC(C2)O3)C(=O)OC(C)(C)C)O)C=C1 (tert-Butyl 7-[(2S)-3-(4-cyanophenoxy)-2-hydroxypropyl]-9-oxa-3,7-diazabicyclo[3.3.1]nonane-3-carboxylate). Reported procedure: A mixture of tert-butyl 9-oxa-3,7-diazabicyclo[3.3.1]nonane-3-carboxylate (prepared in an analogous fashion to the compound of Preparation A(vi) above; 0.72 g, 3.2 mmol) and 4-[(2S)-oxiranylmethoxy]benzonitrile (from step (i) above; 0.56 g, 3.2 mmol) in IPA/water (11 mL of 10:1) was stirred at 60° C. for 18 h. The solvent was then evaporated to give 1.3 g (100%) of the sub-title compound, which was used in the next step without further purification. Reaction SMILES: [CH:1]12[O:9][CH:5]([CH2:6][NH:7][CH2:8]1)[CH2:4][N:3]([C:10]([O:12][C:13]([CH3:16])([CH3:15])[CH3:14])=[O:11])[CH2:2]2.[O:17]1[CH2:19][C@H:18]1[CH2:20][O:21][C:22]1[CH:29]=[CH:28][C:25]([C:26]#[N:27])=[CH:24][CH:23]=1>CC(O)C.O>[C:26]([C:25]1[CH:28]=[CH:29][C:22]([O:21][CH2:20][C@@H:18]([OH:17])[CH2:19][N:7]2[CH2:6][CH:5]3[O:9][CH:1]([CH2:2][N:3]([C:10]([O:12][C:13]([CH3:16])([CH3:15])[CH3:14])=[O:11])[CH2:4]3)[CH2:8]2)=[CH:23][CH:24]=1)#[N:27] |f:2.3|. The reactants are C12CN(CC(CNC1)O2)C(=O)OC(C)(C)C (tert-butyl 9-oxa-3,7-diazabicyclo[3.3.1]nonane-3-carboxylate), O1[C@@H](C1)COC1=CC=C(C#N)C=C1 (4-[(2S)-Oxiranylmethoxy]benzonitrile). Solvent: CC(C)O.O (IPA water). Isolated yield 100.0%. Reactants: NC=1N=C(C2=C(N1)N(C=C2)[C@H]2[C@](O)([C@H](OCC1=C(C=C(C=C1)Cl)Cl)[C@H](O2)COCC2=C(C=C(C=C2)Cl)Cl)C)Cl (2-Amino-4-chloro-7-[3,5-bis-O-(2,4-dichlorophenylmethyl)-2-C-methyl-β-D-ribofuranosyl)-7H-pyrrolo[2,3-d]pyrimidine), B(Cl)(Cl)Cl (boron trichloride). Solvent: C(Cl)Cl (CH2Cl2). Conditions: temperature -78 celsius, time 2 hour. The product is NC=1N=C(C2=C(N1)N(C=C2)[C@H]2[C@](O)([C@H](O)[C@H](O2)CO)C)Cl (2-Amino-4-chloro-7-(2-C-methyl-β-D-ribofuranosyl)-7H-pyrrolo[2,3-d]pyrimidine). The yield is 79.4%. As a reaction SMILES: [NH2:1][C:2]1[N:3]=[C:4]([Cl:39])[C:5]2[CH:10]=[CH:9][N:8]([C@@H:11]3[O:26][C@H:25]([CH2:27][O:28]CC4C=CC(Cl)=CC=4Cl)[C@@H:14]([O:15]CC4C=CC(Cl)=CC=4Cl)[C@@:12]3([CH3:38])[OH:13])[C:6]=2[N:7]=1.B(Cl)(Cl)Cl>C(Cl)Cl>[NH2:1][C:2]1[N:3]=[C:4]([Cl:39])[C:5]2[CH:10]=[CH:9][N:8]([C@@H:11]3[O:26][C@H:25]([CH2:27][OH:28])[C@@H:14]([OH:15])[C@@:12]3([CH3:38])[OH:13])[C:6]=2[N:7]=1. Procedure: To a solution of the product from Step A (630 mg, 1.0 mmol) in CH2Cl2 (20 mL) at −78° C. was added boron trichloride (1M in CH2Cl2) (10 mL, 10 mmol). The mixture was stirred at −78° C. for 2 h, then at −20° C. for 2.5 h. The reaction was quenched with CH2Cl2/MeOH (1:1) (10 mL), stirred at −20° C. for 0.5 h, and neutralized at 0° C. with aqueous ammonia. The solid was filtered, washed with CH2Cl2/MeOH (1:1) and the combined filtrate evaporated in vacuo. The residue was purified on a silica gel co... The reactants are CO, Cl, [Na+], [OH-], CCOC(=O)CCCCN1CCC(=C2c3ccccc3COc3ccccc32)CC1. The product is Cl, O=C(O)CCCCN1CCC(=C2c3ccccc3COc3ccccc32)CC1. Reaction SMILES: [CH3:34][OH:35].[ClH:1].[Na+:33].[OH-:32].[cH:2]1[cH:3][cH:4][cH:5][c:6]2[c:12]1[C:11](=[C:13]1[CH2:14][CH2:15][N:16]([CH2:19][CH2:20][CH2:21][CH2:22][C:23](=[O:24])[O:25][CH2:26][CH3:27])[CH2:17][CH2:18]1)[c:10]1[c:9]([cH:31][cH:30][cH:29][cH:28]1)[CH2:8][O:7]2>>[ClH:1].[cH:2]1[cH:3][cH:4][cH:5][c:6]2[c:12]1[C:11](=[C:13]1[CH2:14][CH2:15][N:16]([CH2:19][CH2:20][CH2:21][CH2:22][C:23](=[O:24])[OH:25])[CH2:17][CH2:18]1)[c:10]1[c:9]([cH:31][cH:30][cH:29][cH:28]1)[CH2:8][O:7]2. Reactants: NC1=C2C(C(=CN(C2=C(C(=C1F)N1C[C@@H](CC1)C(C=1SC=CN1)N)F)[C@H]1[C@H](C1)F)C(=O)O)=O (5-Amino-7-[3-(R)-(1-amino-1-(thiazol-2-yl)methyl)-1-pyrrolidinyl]-6,8-difluoro-1-[2-(S)-fluoro-1-(R)-cyclopropyl]-1,4-dihydro-4-oxoquinoline-3-carboxylic acid), C(C)#N (acetonitrile), NC1=C2C(C(=CN(C2=C(C(=C1F)F)F)[C@H]1[C@H](C1)F)C(=O)O)=O (5-amino-6,7,8-trifluoro-1-[2-(S)-fluoro-1-(R)-cyclopropyl]-1,4-dihydro-4-oxoquinoline-3-carboxylic acid). Solvent: C(C)N(CC)CC (triethylamine). Yields the product NC1=C2C(C(=CN(C2=C(C(=C1F)N1C[C@@H](CC1)C(C1=NC=CC=C1)N)F)[C@H]1[C@H](C1)F)C(=O)O)=O (5-Amino-7-{3-(R)-[1-amino-1-(2-pyridyl)methyl]-1-pyrrolidinyl}-6,8-difluoro-1-[(1R,2S)-2-fluorocyclopropyl]-1,4-dihydro-4-oxoquinoline-3-carboxylic acid). The yield is 67.0%. Reaction SMILES: [NH2:1][C:2]1[C:11]([F:12])=[C:10]([N:13]2[CH2:17][CH2:16][C@@H:15]([CH:18]([NH2:24])[C:19]3S[CH:21]=[CH:22][N:23]=3)[CH2:14]2)[C:9]([F:25])=[C:8]2[C:3]=1[C:4](=[O:33])[C:5]([C:30]([OH:32])=[O:31])=[CH:6][N:7]2[C@@H:26]1[CH2:28][C@@H:27]1[F:29].[C:34](#N)[CH3:35].NC1C(F)=C(F)C(F)=C2C=1C(=O)C(C(O)=O)=CN2[C@@H]1C[C@@H]1F>C(N(CC)CC)C>[NH2:1][C:2]1[C:11]([F:12])=[C:10]([N:13]2[CH2:17][CH2:16][C@@H:15]([CH:18]([NH2:24])[C:19]3[CH:35]=[CH:34][CH:21]=[CH:22][N:23]=3)[CH2:14]2)[C:9]([F:25])=[C:8]2[C:3]=1[C:4](=[O:33])[C:5]([C:30]([OH:32])=[O:31])=[CH:6][N:7]2[C@@H:26]1[CH2:28][C@@H:27]1[F:29]. Procedure details: 3-(R)-[1-Tert-butoxycarbonylamino-1-(2-pyridyl)methyl]pyrrolidine [F1] (339 mg, 1.22 mmol) was added to an acetonitrile suspension (10 ml) of 5-amino-6,7,8-trifluoro-1-[2-(S)-fluoro-1-(R)-cyclopropyl]-1,4-dihydro-4-oxoquinoline-3-carboxylic acid (316 mg, 1.00 mmol), and the mixture was heated under reflux for 14 hours in the presence of triethylamine (0.5 ml). After cooling, the solvent of the reaction solution was evaporated under a reduced pressure. The resulting residue was dissolved in chlor...